This data is from the Open Reaction Database (ORD), a public repository of structured organic reaction records. The task is: describe an organic reaction: reactants, conditions, products, and yield Starting materials: C(C)(C)(C)OC(=O)N(C)N1CC2=CC=CC=C2C1 (N-(t-butyloxycarbonyl-N-methylamino)dihydroisoindole), Cl (hydrochloric acid). Conditions: time 1 hour. Yields the product Cl.CNN1CC2=CC=CC=C2C1 (N-methylaminodihydroisoindole hydrochloride). RXN SMILES: C(O[C:6]([N:8]([N:10]1[CH2:18][C:17]2[C:12](=[CH:13][CH:14]=[CH:15][CH:16]=2)[CH2:11]1)C)=O)(C)(C)C.[ClH:19]>>[ClH:19].[CH3:6][NH:8][N:10]1[CH2:18][C:17]2[C:12](=[CH:13][CH:14]=[CH:15][CH:16]=2)[CH2:11]1 |f:2.3|. Procedure: To the crude N-(t-butyloxycarbonyl-N-methylamino)dihydroisoindole from the above preparation was added 25 ml of concentrated hydrochloric acid. The reaction mixture was allowed to stir for one hour. Evaporation of the mixture to dryness and recrystallization of the residue from ethanol-ether gave 5.6 g of the desired product as a gummy solid, mp: 79°-89°. The IR and NMR were consistent with the proposed structure. The reactants are crude product, ClC1=CC=C(CNC(=O)C2=CN(C3=C(C=C(C=C3C2=O)CN2CCOCC2)I)C)C=C1 (N-(4-chlorobenzyl)-8-iodo-1-methyl-6-(4-morpholinylmethyl)-4-oxo-1,4-dihydro-3-quinolinecarboxamide), C[C@H](C#C)O ((R)-(+)-3-butyn-2-ol), CN(C)C=O (DMF). The reagents and catalysts are Cl[Pd]([P](C1=CC=CC=C1)(C2=CC=CC=C2)C3=CC=CC=C3)([P](C4=CC=CC=C4)(C5=CC=CC=C5)C6=CC=CC=C6)Cl (PdCl2(PPh3)2), [Cu]I (CuI). The solvent is N(CC)CC (Et2NH). Run at time 8 hour. The product is ClC1=CC=C(CNC(=O)C2=CN(C3=C(C=C(C=C3C2=O)CN2CCOCC2)C#C[C@H](C)O)C)C=C1 (N-(4-chlorobenzyl)-8-[(3S)-3-hydroxy-1-butynyl]-1-methyl-6-(4-morpholinylmethyl)-4-oxo-1,4-dihydro-3-quinolinecarboxamide). The yield is 33.8%. RXN SMILES: [Cl:1][C:2]1[CH:31]=[CH:30][C:5]([CH2:6][NH:7][C:8]([C:10]2[C:19](=[O:20])[C:18]3[C:13](=[C:14](I)[CH:15]=[C:16]([CH2:21][N:22]4[CH2:27][CH2:26][O:25][CH2:24][CH2:23]4)[CH:17]=3)[N:12]([CH3:29])[CH:11]=2)=[O:9])=[CH:4][CH:3]=1.[CH3:32][C@@H:33]([OH:36])[C:34]#[CH:35].CN(C=O)C>N(CC)CC.Cl[Pd](Cl)([P](C1C=CC=CC=1)(C1C=CC=CC=1)C1C=CC=CC=1)[P](C1C=CC=CC=1)(C1C=CC=CC=1)C1C=CC=CC=1.[Cu]I>[Cl:1][C:2]1[CH:31]=[CH:30][C:5]([CH2:6][NH:7][C:8]([C:10]2[C:19](=[O:20])[C:18]3[C:13](=[C:14]([C:35]#[C:34][C@@H:33]([OH:36])[CH3:32])[CH:15]=[C:16]([CH2:21][N:22]4[CH2:27][CH2:26][O:25][CH2:24][CH2:23]4)[CH:17]=3)[N:12]([CH3:29])[CH:11]=2)=[O:9])=[CH:4][CH:3]=1 |^1:49,68|. Procedure: To a solution of N-(4-chlorobenzyl)-8-iodo-1-methyl-6-(4-morpholinylmethyl)-4-oxo-1,4-dihydro-3-quinolinecarboxamide (300 mg), PdCl2(PPh3)2 (19.1 mg), and CuI (5.2 mg) in Et2NH (6.2 mL) is added (R)-(+)-3-butyn-2-ol (0.047 mL, 0.599 mmol). Anhydrous DMF (10 mL) is added to help solubilize the reactants (also requires sonication). The reaction is stirred at room temperature overnight, then condensed. The resulting residue is placed under high vac to remove residual DMF. The crude product is disso... The reactants are O=N[O-], Nc1c(Cl)cc(Br)c2cccnc12, [Na+], [Na+], [OH-], O, O=S(=O)(O)O, c1ccc2ncccc2c1. Yields the product Clc1cc(Br)c2cccnc2c1. Reaction SMILES: [N:19]([O-:20])=[O:21].[NH2:1][c:2]1[c:3]([Cl:13])[cH:4][c:5]([Br:12])[c:6]2[cH:7][cH:8][cH:9][n:10][c:11]12.[Na+:22].[Na+:34].[OH-:33].[OH2:35].[S:14](=[O:15])(=[O:16])([OH:17])[OH:18].[cH:23]1[cH:24][c:25]2[c:26]([n:27][cH:28][cH:29][cH:30]2)[cH:31][cH:32]1>>[cH:2]1[c:3]([Cl:13])[cH:4][c:5]([Br:12])[c:6]2[cH:7][cH:8][cH:9][n:10][c:11]12. Reactants: C(=O)(O)CN1CCN2CCCN(CCN(CCC1)CC(C2)CC2=CC=C(C=C2)N)CC(=O)O (4,11-bis-(carboxymethyl)-16-(4-aminobenzyl)-1,4,8,11-tetraazabicyclo[6.6.3]heptadecane), C(=S)(Cl)Cl (thiophosgene). The solvent is Cl (HCl), C(Cl)(Cl)Cl (CHCl3). Run at time 5 hour. Product: C(=O)(O)CN1CCN2CCCN(CCN(CCC1)CC(C2)CC2=CC=C(C=C2)N=C=S)CC(=O)O (4,11-bis-(carboxymethyl)-16-(4-isothiocyanatobenzyl)-1,4,8,11-tetraazabicyclo[6.6.3]heptadecane). Isolated yield 143.0%. As a reaction SMILES: [C:1]([CH2:4][N:5]1[CH2:18][CH2:17][CH2:16][N:15]2[CH2:19][CH:20]([CH2:22][C:23]3[CH:28]=[CH:27][C:26]([NH2:29])=[CH:25][CH:24]=3)[CH2:21][N:8]([CH2:9][CH2:10][CH2:11][N:12]([CH2:30][C:31]([OH:33])=[O:32])[CH2:13][CH2:14]2)[CH2:7][CH2:6]1)([OH:3])=[O:2].[C:34](Cl)(Cl)=[S:35]>Cl.C(Cl)(Cl)Cl>[C:1]([CH2:4][N:5]1[CH2:18][CH2:17][CH2:16][N:15]2[CH2:19][CH:20]([CH2:22][C:23]3[CH:24]=[CH:25][C:26]([N:29]=[C:34]=[S:35])=[CH:27][CH:28]=3)[CH2:21][N:8]([CH2:9][CH2:10][CH2:11][N:12]([CH2:30][C:31]([OH:33])=[O:32])[CH2:13][CH2:14]2)[CH2:7][CH2:6]1)([OH:3])=[O:2]. Procedure: A solution of compound 28 (1.21 g, 1.75 mmol) in 0.5 M HCl (50 mL) was carefully added to thiophosgene (CSCl2) (4.03 mL, 6.04 g, 52.5 mmol) in CHCl3 (50 mL). The reaction mixture was stirred for 5 hours at room temperature and the layers were allowed to separate. The aqueous layer was removed and the organic CHCl3 layer was then washed with water (2×50 mL). The combined aqueous layers were washed with CHCl3 (3×50 mL) to remove unreacted thiophosgene. Finally, the aqueous layer was lyophilized to... Reactants: O=CC1=CC(OCC)=C(O)C=C1 (ethyl vanillin), C(C=C)C=1C=C(C=CC1OS(=O)(=O)C(F)(F)F)CCC(=O)OCC (ethyl 3-(3-allyl-4-trifluoromethylsulphonyloxyphenyl)propionate). The product is C(C)OC(CCC1=CC(=C(C=C1)OS(=O)(=O)C(F)(F)F)CC=C)=O (Ethyl-3-(3-allyl-4-trifluoromethylsulphonyloxyphenyl)propionate), C(C)OC=1C=C(C=O)C=CC1OS(=O)(=O)C(F)(F)F (3-ethoxy-4-trifluoromethylsulphonyloxybenzaldehyde). RXN SMILES: [O:1]=[CH:2][C:3]1[CH:12]=[CH:11][C:9]([OH:10])=[C:5]([O:6][CH2:7][CH3:8])[CH:4]=1.[CH2:13]([C:16]1[CH:17]=[C:18]([CH2:30][CH2:31][C:32]([O:34][CH2:35][CH3:36])=[O:33])[CH:19]=[CH:20][C:21]=1[O:22][S:23]([C:26]([F:29])([F:28])[F:27])(=[O:25])=[O:24])[CH:14]=[CH2:15]>>[CH2:35]([O:34][C:32](=[O:33])[CH2:31][CH2:30][C:18]1[CH:19]=[CH:20][C:21]([O:22][S:23]([C:26]([F:27])([F:28])[F:29])(=[O:25])=[O:24])=[C:16]([CH2:13][CH:14]=[CH2:15])[CH:17]=1)[CH3:36].[CH2:7]([O:6][C:5]1[CH:4]=[C:3]([CH:12]=[CH:11][C:9]=1[O:10][S:23]([C:26]([F:29])([F:28])[F:27])(=[O:24])=[O:22])[CH:2]=[O:1])[CH3:8]. Reported procedure: Ethyl-3-(3-allyl-4-trifluoromethylsulphonyloxyphenyl)propionate was prepared from ethyl vanillin using the procedure described in Example 1 for the preparation of ethyl 3-(3-allyl-4-trifluoromethylsulphonyloxyphenyl)propionate. Thus there was obtained 3-ethoxy-4-trifluoromethylsulphonyloxybenzaldehyde as an oil; NMR (CDCl3): 1.50(3H, t), 4.22(2H, q), 7.36-7.58(3H, m), 9.97(1H, s); m/Z 299 (M+H). The reactants are C(C1=CC=CC=C1)Cl (benzyl chloride), C(C)OCC (diethyl ether), C(C1=CC=CC=C1)OC=1C=C(C#N)C=CC1 (3-benzyloxybenzonitrile), [Mg] (magnesium), C(C)OCC (diethyl ether), II (iodine), Cl (hydrochloric acid). Run at time 1 hour. Product: C(C1=CC=CC=C1)OC=1C=C(C=CC1)C(=O)CC1=CC=CC=C1 (benzyl 3-benzyloxyphenyl ketone). Reaction SMILES: [Mg].II.[CH2:4](Cl)[C:5]1[CH:10]=[CH:9][CH:8]=[CH:7][CH:6]=1.[CH2:12]([O:19][C:20]1[CH:21]=[C:22]([CH:25]=[CH:26][CH:27]=1)[C:23]#N)[C:13]1[CH:18]=[CH:17][CH:16]=[CH:15][CH:14]=1.Cl.C([O:31]CC)C>>[CH2:12]([O:19][C:20]1[CH:21]=[C:22]([C:23]([CH2:4][C:5]2[CH:10]=[CH:9][CH:8]=[CH:7][CH:6]=2)=[O:31])[CH:25]=[CH:26][CH:27]=1)[C:13]1[CH:18]=[CH:17][CH:16]=[CH:15][CH:14]=1. Procedure: A suspension of magnesium turnings (9 g) in dry diethyl ether (100 mL) containing a few crystals of iodine is treated with a solution of benzyl chloride (22.8 g) in diethyl ether (150 mL) at such a rate in the form of to maintain gentle reflux. After the addition is complete, the mixture is treated with 3-benzyloxybenzonitrile (12.7 g) and heated to reflux for 5 hours. The mixture is then treated with hydrochloric acid (1 N) until it is at pH 1, and stirring is continued for 1 hour at ambient te...